This data is from the Open Reaction Database (ORD), a public repository of structured organic reaction records. The task is: describe an organic reaction: reactants, conditions, products, and yield The reactants are O=C([O-])O, CCOC(C)=O, [Na+], Cc1cc(=O)n(CC2OCCO2)c2cc(-n3ccnc3)ccc12, O=C(O)C(F)(F)F. Product: Cc1cc(=O)n(CC=O)c2cc(-n3ccnc3)ccc12. Reaction SMILES: [C:31](=[O:32])([O-:33])[OH:34].[CH3:36][CH2:37][O:38][C:39](=[O:40])[CH3:41].[Na+:35].[O:1]1[CH:2]([CH2:6][n:7]2[c:8](=[O:23])[cH:9][c:10]([CH3:22])[c:11]3[cH:12][cH:13][c:14](-[n:17]4[cH:18][n:19][cH:20][cH:21]4)[cH:15][c:16]23)[O:5][CH2:4][CH2:3]1.[OH:24][C:25]([C:26]([F:27])([F:28])[F:29])=[O:30]>>[O:1]=[CH:2][CH2:6][n:7]1[c:8](=[O:23])[cH:9][c:10]([CH3:22])[c:11]2[cH:12][cH:13][c:14](-[n:17]3[cH:18][n:19][cH:20][cH:21]3)[cH:15][c:16]12. Reactants: Br (HBr), ClC=1C=CC2=C([C@H](CNCC2)C)C1 ((R)-8-chloro-1-methyl-2,3,4,5-tetrahydro-1H-3-benzazepine), C(C)(=O)OC(C)C (isopropyl acetate). Run in C(C)(=O)OCC (ethyl acetate), C(C)#N (acetonitrile), C(C)(=O)OCC (ethyl acetate). Reaction conditions: time 8 hour. Yields the product O.Br.ClC=1C=CC2=C([C@H](CNCC2)C)C1.ClC=1C=CC2=C([C@H](CNCC2)C)C1.Br ((R)-8-Chloro-1-methyl-2,3,4,5-tetrahydro-1H-3-benzazepine hydrobromide salt hemihydrate). RXN SMILES: [BrH:1].[Cl:2][C:3]1[CH:4]=[CH:5][C:6]2[CH2:12][CH2:11][NH:10][CH2:9][C@H:8]([CH3:13])[C:7]=2[CH:14]=1.C(OC(C)C)(=[O:17])C>C(#N)C.C(OCC)(=O)C>[OH2:17].[BrH:1].[Cl:2][C:3]1[CH:4]=[CH:5][C:6]2[CH2:12][CH2:11][NH:10][CH2:9][C@H:8]([CH3:13])[C:7]=2[CH:14]=1.[Cl:2][C:3]1[CH:4]=[CH:5][C:6]2[CH2:12][CH2:11][NH:10][CH2:9][C@H:8]([CH3:13])[C:7]=2[CH:14]=1.[BrH:1] |f:5.6.7.8.9|. Reported procedure: (R)-8-Chloro-1-methyl-2,3,4,5-tetrahydro-1H-3-benzazepine hydrobromide salt hemihydrate was prepared by the dropwise addition of one equivalent of aqueous HBr (˜48%) to a solution of (R)-8-chloro-1-methyl-2,3,4,5-tetrahydro-1H-3-benzazepine free base in isopropyl acetate, acetonitrile, or ethyl acetate with vigorous stirring. The product readily precipitated from the reaction in isopropyl acetate. In acetonitrile the solvent was evaporated to near dryness to obtain a solid. In ethyl acetate, see...